Dataset: the Open Reaction Database (ORD), a public repository of structured organic reaction records. Task: describe an organic reaction: reactants, conditions, products, and yield Starting materials: [N+](=O)([O-])C1=CC=C(C=C1)S (p-Nitrothiophenol), [H-].[Na+] (sodium hydride), C(C)(=O)O[C@H]1[C@H](OCCBr)O[C@@H]([C@@H]([C@@H]1OC(C)=O)OC(C)=O)COC(C)=O (2-Bromoethyl 2,3,4,6-tetra-O-acetyl-β-D-galactopyranoside), C1(=CC=CC=C1)S (thiophenol), ice. Solvent: C(C)(=O)OCC.C(C)(C)CC(C)(C)C (ethyl acetate isooctane), CN(C=O)C (dimethylformamide), CN(C=O)C (dimethylformamide), CCOCC (ether). The product is C(C)(=O)O[C@H]1[C@H](OCCSC2=CC=C(C=C2)[N+](=O)[O-])O[C@@H]([C@@H]([C@@H]1OC(C)=O)OC(C)=O)COC(C)=O (2-(p-Nitrophenylthio)ethyl 2,3,4,6-tetra-O-acetyl-β-D-galactopyranoside). As a reaction SMILES: [N+:1]([C:4]1[CH:9]=[CH:8][C:7]([SH:10])=[CH:6][CH:5]=1)([O-:3])=[O:2].[H-].[Na+].[C:13]([O:16][C@@H:17]1[C@@H:26]([O:27][C:28](=[O:30])[CH3:29])[C@@H:25]([O:31][C:32](=[O:34])[CH3:33])[C@@H:24]([CH2:35][O:36][C:37](=[O:39])[CH3:38])[O:23][C@H:18]1[O:19][CH2:20][CH2:21]Br)(=[O:15])[CH3:14].C1(S)C=CC=CC=1>CN(C)C=O.CCOCC.C(OCC)(=O)C.C(CC(C)(C)C)(C)C>[C:13]([O:16][C@@H:17]1[C@@H:26]([O:27][C:28](=[O:30])[CH3:29])[C@@H:25]([O:31][C:32](=[O:34])[CH3:33])[C@@H:24]([CH2:35][O:36][C:37](=[O:39])[CH3:38])[O:23][C@H:18]1[O:19][CH2:20][CH2:21][S:10][C:7]1[CH:8]=[CH:9][C:4]([N+:1]([O-:3])=[O:2])=[CH:5][CH:6]=1)(=[O:15])[CH3:14] |f:1.2,7.8|. Reported procedure: p-Nitrothiophenol (50 mg; 0.32 mmol) was added to a suspension of sodium hydride (oil-free; 11 mg; 0.46 mmol) in dimethylformamide (3 ml) at room temperature and with stirring. 2-Bromoethyl 2,3,4,6-tetra-O-acetyl-β-D-galactopyranoside (1) (110 mg; 0.24 mmol) in dimethylformamide (3 ml) was added during 10 min to the thiophenol solution and the reaction mixture was stirred for another 75 min (TLC: SiO2, ethyl acetate:isooctane 1:1). The reaction mixture was poured into ice-cold water (20 ml) and ... Reactants: CO, CCOC(=O)C(Cc1cccc(SC(F)(F)F)c1)C(O)c1ccc(F)cc1, [Na+], [OH-]. Product: O=C(O)C(Cc1cccc(SC(F)(F)F)c1)C(O)c1ccc(F)cc1. RXN SMILES: [CH3:30][OH:31].[F:1][c:2]1[cH:3][cH:4][c:5]([CH:8]([CH:9]([C:10](=[O:11])[O:12][CH2:13][CH3:14])[CH2:15][c:16]2[cH:17][c:18]([S:22][C:23]([F:24])([F:25])[F:26])[cH:19][cH:20][cH:21]2)[OH:27])[cH:6][cH:7]1.[Na+:29].[OH-:28]>>[F:1][c:2]1[cH:3][cH:4][c:5]([CH:8]([CH:9]([C:10](=[O:11])[OH:12])[CH2:15][c:16]2[cH:17][c:18]([S:22][C:23]([F:24])([F:25])[F:26])[cH:19][cH:20][cH:21]2)[OH:27])[cH:6][cH:7]1. The reactants are C1COCCO1, CC(=O)O, CCOC(=O)c1nnc(-c2cccnc2)n1-c1c(Cl)c(Cl)cc2nc(OC)c(OC)nc12, [Na+], [OH-], O. The product is COc1nc2cc(Cl)c(Cl)c(-n3cnnc3-c3cccnc3)c2nc1OC. Reaction SMILES: [CH2:39]1[O:40][CH2:41][CH2:42][O:43][CH2:44]1.[CH3:35][C:36](=[O:37])[OH:38].[Cl:3][c:4]1[c:5](-[n:19]2[c:20]([C:30]([O:31][CH2:32][CH3:33])=[O:34])[n:21][n:22][c:23]2-[c:24]2[cH:25][n:26][cH:27][cH:28][cH:29]2)[c:6]2[n:7][c:8]([O:17][CH3:18])[c:9]([O:15][CH3:16])[n:10][c:11]2[cH:12][c:13]1[Cl:14].[Na+:2].[OH-:1].[OH2:45]>>[Cl:3][c:4]1[c:5](-[n:19]2[cH:20][n:21][n:22][c:23]2-[c:24]2[cH:25][n:26][cH:27][cH:28][cH:29]2)[c:6]2[n:7][c:8]([O:17][CH3:18])[c:9]([O:15][CH3:16])[n:10][c:11]2[cH:12][c:13]1[Cl:14]. Starting materials: CC(CO)(C)NC (2-methyl-2-methylaminopropanol), C1OC=2C=C(CCl)C=CC2O1 (3,4-methylenedioxybenzyl chloride), C([O-])([O-])=O.[K+].[K+] (potassium carbonate). The solvent is C(C)#N (acetonitrile). Yields the product CC(CO)(C)N(C)CC1=CC2=C(C=C1)OCO2 (2-methyl-2-[N-(3,4-methylenedioxybenzyl)-N-methylamino]propanol). Isolated yield 58.0%. RXN SMILES: [CH3:1][C:2]([NH:6][CH3:7])([CH3:5])[CH2:3][OH:4].[CH2:8]1[O:18][C:17]2[CH:16]=[CH:15][C:12]([CH2:13]Cl)=[CH:11][C:10]=2[O:9]1.C(=O)([O-])[O-].[K+].[K+]>C(#N)C>[CH3:1][C:2]([N:6]([CH2:13][C:12]1[CH:15]=[CH:16][C:17]2[O:18][CH2:8][O:9][C:10]=2[CH:11]=1)[CH3:7])([CH3:5])[CH2:3][OH:4] |f:2.3.4|. Reported procedure: A mixture of 2-methyl-2-methylaminopropanol (1.5 g), 3,4-methylenedioxybenzyl chloride (2.5 g) and potassium carbonate (2 g) in acetonitrile (50 ml) was heated under reflux for 4 hours and evaporated. The residue was partitioned between ether and 2M hydrochloric acid and the acidic layer was washed with methylene chloride, basified with 10% aqueous sodium carbonate solution and extracted into methylene chloride. The organic extract was dried over magnesium sulphate and evaporated to give essenti...